Dataset: the Open Reaction Database (ORD), a public repository of structured organic reaction records. Task: describe an organic reaction: reactants, conditions, products, and yield Starting materials: CC1(OB(OC1(C)C)C=1C=CC(=NC1)C(=O)OC)C (methyl 5-(4,4,5,5-tetramethyl-1,3,2-dioxaborolan-2-yl)picolinate), C[Mg]Br (methyl magnesium bromide), C(C)OCC (ethyl ether). The solvent is C1CCOC1 (THF). Conditions: time 30 minute. The product is CC1(OB(OC1(C)C)C=1C=CC(=NC1)C(C)(C)O)C (2-(5-(4,4,5,5-Tetramethyl-1,3,2-dioxaborolan-2-yl)pyridin-2-yl)propan-2-ol). As a reaction SMILES: [CH3:1][C:2]1([CH3:19])[C:6]([CH3:8])([CH3:7])[O:5][B:4]([C:9]2[CH:10]=[CH:11][C:12](C(OC)=O)=[N:13][CH:14]=2)[O:3]1.[CH3:20][Mg]Br.C([O:25][CH2:26][CH3:27])C>C1COCC1>[CH3:7][C:6]1([CH3:8])[C:2]([CH3:1])([CH3:19])[O:3][B:4]([C:9]2[CH:10]=[CH:11][C:12]([C:26]([OH:25])([CH3:27])[CH3:20])=[N:13][CH:14]=2)[O:5]1. Procedure details: To a solution of methyl 5-(4,4,5,5-tetramethyl-1,3,2-dioxaborolan-2-yl)picolinate (Frontier, catalog No. M2012) (1.25 g, 4.75 mmol) in THF (48 mL) was added a solution of methyl magnesium bromide in ethyl ether (3.0 M, 12 mL, 36 mmol) via syringe at 0° C. with an ice water bath under dry N2. The reaction mixture was added at 0° C. for 30 minutes and then the ice-water bath was removed. After stirring at room temperature for 30 minutes, the reaction mixture was poured into saturated NH4Cl solutio...